From a dataset of the Open Reaction Database (ORD), a public repository of structured organic reaction records. describe an organic reaction: reactants, conditions, products, and yield Starting materials: C(C)(C)(C)OC(=O)N1[C@@H](CN([C@H](C1)CN=[N+]=[N-])CC(=O)N1CC(C2=CC=C(C=C12)Cl)(C)C)C ((2R,5R)-5-Azidomethyl-4-[2-(6-chloro-3,3-dimethyl-2,3-dihydro-indol-1-yl)-2-oxo-ethyl]-2-methyl-piperazine-1-carboxylic acid tert-butyl ester), C(C)(=S)O (thioacetic acid). Conditions: time 18.5 hour. The product is C(C)(C)(C)OC(=O)N1[C@@H](CN([C@H](C1)CNC(C)=O)CC(=O)N1CC(C2=CC=C(C=C12)Cl)(C)C)C ((2R,5S)-5-(Acetylamino-methyl)-4-[2-(6-chloro-3,3-dimethyl-2,3-dihydro-indol-1-yl)-2-oxo-ethyl]-2-methyl-piperazine-1-carboxylic acid tert-butyl ester). Yield: 56.0%. RXN SMILES: [C:1]([O:5][C:6]([N:8]1[CH2:13][C@H:12]([CH2:14][N:15]=[N+]=[N-])[N:11]([CH2:18][C:19]([N:21]2[C:29]3[C:24](=[CH:25][CH:26]=[C:27]([Cl:30])[CH:28]=3)[C:23]([CH3:32])([CH3:31])[CH2:22]2)=[O:20])[CH2:10][C@H:9]1[CH3:33])=[O:7])([CH3:4])([CH3:3])[CH3:2].[C:34]([OH:37])(=S)[CH3:35]>>[C:1]([O:5][C:6]([N:8]1[CH2:13][C@H:12]([CH2:14][NH:15][C:34](=[O:37])[CH3:35])[N:11]([CH2:18][C:19]([N:21]2[C:29]3[C:24](=[CH:25][CH:26]=[C:27]([Cl:30])[CH:28]=3)[C:23]([CH3:32])([CH3:31])[CH2:22]2)=[O:20])[CH2:10][C@H:9]1[CH3:33])=[O:7])([CH3:4])([CH3:3])[CH3:2]. Procedure: (2R,5R)-5-Azidomethyl-4-[2-(6-chloro-3,3-dimethyl-2,3-dihydro-indol-1-yl)-2-oxo-ethyl]-2-methyl-piperazine-1-carboxylic acid tert-butyl ester (81 mg, 0.17 mmol) was dissolved in thioacetic acid (459 μL) and left to stir for 18.5 h, then concentrated. The crude oil was purified by column chromatography on silica gel (gradient elution, 0-100%, EtOAc/petrol) to give the title compound (47 mg, 56%) as a colourless solid. 1H NMR (Me-d3-OD): 8.15 (1H, d), 7.21 (1H, d), 7.09 (1H, dd), 4.24-4.14 (1H, m)...